This data is from the Open Reaction Database (ORD), a public repository of structured organic reaction records. The task is: describe an organic reaction: reactants, conditions, products, and yield Reactants: ClC=1C2=C(N=C(N1)N)N(C=C2C#CC(=C)C)CC2=NC=C(C(=C2C)OC)C (4-chloro-7-((4-methoxy-3,5-dimethylpyridin-2-yl)methyl)-5-(3-methylbut-3-en-1-ynyl)-7H-pyrrolo[2,3-d]pyrimidin-2-amine), CC[C@@H]1CN2CC[C@@H]1C[C@@H]2[C@@H](C3=C4C=C(C=CC4=NC=C3)OC)OC5=NN=C(C6=CC=CC=C65)O[C@@H]([C@H]7C[C@@H]8CCN7C[C@@H]8CC)C9=C1C=C(C=CC1=NC=C9)OC (AD-mix-α), CC(C)(C)O.O (t-BuOH water). Yields the product NC=1N=C(C2=C(N1)N(C=C2C#C[C@@](CO)(O)C)CC2=NC=C(C(=C2C)OC)C)Cl ((S)-4-(2-amino-4-chloro-7-((4-methoxy-3,5-dimethylpyridin-2-yl)methyl)-7H-pyrrolo[2,3-d]pyrimidin-5-yl)-2-methylbut-3-yne-1,2-diol). Reaction SMILES: [Cl:1][C:2]1[C:3]2[C:11]([C:12]#CC(C)=C)=[CH:10][N:9]([CH2:17][C:18]3[C:23]([CH3:24])=[C:22]([O:25][CH3:26])[C:21]([CH3:27])=[CH:20][N:19]=3)[C:4]=2[N:5]=[C:6]([NH2:8])[N:7]=1.CC[C@H]1[C@H]2C[C@H]([C@H](OC3C4C(=CC=CC=4)C(O[C@H](C4C=CN=C5C=4C=C(OC)C=C5)[C@@H]4N5C[C@H](CC)[C@@H](CC5)C4)=NN=3)C3C=CN=C4C=3C=C([O:49]C)C=C4)N(CC2)C1.[CH3:86][C:87]([OH:90])([CH3:89])[CH3:88].O>>[NH2:8][C:6]1[N:7]=[C:2]([Cl:1])[C:3]2[C:11]([C:12]#[C:86][C@:87]([CH3:89])([OH:90])[CH2:88][OH:49])=[CH:10][N:9]([CH2:17][C:18]3[C:23]([CH3:24])=[C:22]([O:25][CH3:26])[C:21]([CH3:27])=[CH:20][N:19]=3)[C:4]=2[N:5]=1 |f:2.3|. Procedure details: Treatment of 4-chloro-7-((4-methoxy-3,5-dimethylpyridin-2-yl)methyl)-5-(3-methylbut-3-en-1-ynyl)-7H-pyrrolo[2,3-d]pyrimidin-2-amine (see example 51) (263 mg) with AD-mix-α (Aldrich, 1.41 g) in t-BuOH:water 1:1: (7 mL) at rt for 3 days, followed by quench (NaHSO3, 1.6 g), work-up, and preparative HPLC gave the title compound (69 mg), as a solid. HPLC Rt=4.36 min Starting materials: O=[N+]([O-])[O-].[O-][N+]([O-])=O.[O-][N+]([O-])=O.[O-][N+]([O-])=O.[O-][N+]([O-])=O.[O-][N+]([O-])=O.[Ce+4].[NH4+].[NH4+] (CAN), C(C)(C)(C)OC(=O)N[C@@](N)(C(=O)N1[C@H](C(=O)NCC2=C(C=CC(=C2)Cl)CC(C(F)(F)F)NC2=CC=C(C=C2)OC)CCC1)C1CCCCC1 (1-{(2R)-2-[(tert-butoxycarbonyl)amino]-2-cyclohexylglycyl}-N-(5-chloro-2-{3,3,3-trifluoro-2-[(4-methoxyphenyl)amino]propyl}benzyl)-L-prolinamide). Solvent: O (water), CC#N (CH3CN). The product is NC(CC1=C(CNC([C@H]2N(CCC2)C([C@@H](C2CCCCC2)NC(=O)OC(C)(C)C)=O)=O)C=C(C=C1)Cl)C(F)(F)F (N-[2-(2-amino-3,3,3-trifluoropropyl)-5-chlorobenzyl]-1-{(2R)-2-[(tert-butoxycarbonyl)amino]-2-cyclohexylethanoyl}-L-prolinamide). Yield: 41.6%. As a reaction SMILES: O=[N+]([O-])[O-].[O-][N+](=O)[O-].[O-][N+](=O)[O-].[O-][N+](=O)[O-].[O-][N+](=O)[O-].[O-][N+](=O)[O-].[Ce+4].[NH4+].[NH4+].[C:28]([O:32][C:33]([NH:35][C@:36]([CH:71]1[CH2:76][CH2:75][CH2:74][CH2:73][CH2:72]1)([C:38]([N:40]1[CH2:70][CH2:69][CH2:68][C@H:41]1[C:42]([NH:44][CH2:45][C:46]1[CH:51]=[C:50]([Cl:52])[CH:49]=[CH:48][C:47]=1[CH2:53][CH:54]([NH:59]C1C=CC(OC)=CC=1)[C:55]([F:58])([F:57])[F:56])=[O:43])=[O:39])N)=[O:34])([CH3:31])([CH3:30])[CH3:29]>O.CC#N>[NH2:59][CH:54]([C:55]([F:58])([F:57])[F:56])[CH2:53][C:47]1[CH:48]=[CH:49][C:50]([Cl:52])=[CH:51][C:46]=1[CH2:45][NH:44][C:42](=[O:43])[C@@H:41]1[CH2:68][CH2:69][CH2:70][N:40]1[C:38](=[O:39])[C@H:36]([NH:35][C:33]([O:32][C:28]([CH3:30])([CH3:31])[CH3:29])=[O:34])[CH:71]1[CH2:72][CH2:73][CH2:74][CH2:75][CH2:76]1 |f:0.1.2.3.4.5.6.7.8|. Procedure details: A solution of CAN (1.259 g, 2.30 mmol) in water (12 mL) was added to a stirred solution of 1-{(2R)-2-[(tert-butoxycarbonyl)amino]-2-cyclohexylglycyl}-N-(5-chloro-2-{3,3,3-trifluoro-2-[(4-methoxyphenyl)amino]propyl}benzyl)-L-prolinamide (0.798 g, 1.15 mmol) in CH3CN (20 mL) at 0° C. and the resulting solution was warmed to ambient temperature. The solution was partitioned between EtOAc and 10% aqueous NH4OH and the resulting two phase suspension was filtered and the organic layer was washed with ... Starting materials: CN(N=C(C1=C(C=CC=C1F)Cl)Cl)S(=O)(=O)C1=CC=CC=C1 (N-methyl-N-(benzenesulfonyl)-2-chloro-6-fluorobenzohydrazonoyl chloride), ClC=1C=C(C#N)C=CC1CC1=CC(=C(C=C1)Cl)Cl (3-chloro-4-(3,4-dichlorobenzyl)benzonitrile), ClC1=C(C=CC=C1)Cl (o-dichlorobenzene). Reagents/catalysts: [Fe](Cl)(Cl)Cl (iron (III) chloride). Run in C(Cl)(Cl)Cl (chloroform). Conditions: temperature 140 celsius, time 1 hour. Product: ClC=1C=C(C=CC1CC1=CC(=C(C=C1)Cl)Cl)C1=NC(=NN1C)C1=C(C=CC=C1F)Cl (5-[3-chloro-4-(3,4-dichlorobenzyl)phenyl]-3-(2-chloro-6-fluorophenyl)-1-methyl-1H-1,2,4-triazole). Isolated yield 48.0%. As a reaction SMILES: [CH3:1][N:2](S(C1C=CC=CC=1)(=O)=O)[N:3]=[C:4](Cl)[C:5]1[C:10]([F:11])=[CH:9][CH:8]=[CH:7][C:6]=1[Cl:12].[Cl:23][C:24]1[CH:25]=[C:26]([CH:29]=[CH:30][C:31]=1[CH2:32][C:33]1[CH:38]=[CH:37][C:36]([Cl:39])=[C:35]([Cl:40])[CH:34]=1)[C:27]#[N:28].ClC1C=CC=CC=1Cl>C(Cl)(Cl)Cl.[Fe](Cl)(Cl)Cl>[Cl:23][C:24]1[CH:25]=[C:26]([C:27]2[N:2]([CH3:1])[N:3]=[C:4]([C:5]3[C:10]([F:11])=[CH:9][CH:8]=[CH:7][C:6]=3[Cl:12])[N:28]=2)[CH:29]=[CH:30][C:31]=1[CH2:32][C:33]1[CH:38]=[CH:37][C:36]([Cl:39])=[C:35]([Cl:40])[CH:34]=1. Reported procedure: A mixture of N-methyl-N-(benzenesulfonyl)-2-chloro-6-fluorobenzohydrazonoyl chloride (1.00 g), 3-chloro-4-(3,4-dichlorobenzyl)benzonitrile (0.93 g), anhydrous iron (III) chloride (0.50 g) and o-dichlorobenzene (5 ml) is stirred at an oil bath temperature of 140° C. for 1 hour. After cooling, the reaction mixture is dissolved in chloroform (300 ml), washed with dilute hydrochrolic acid, dilute aqueous solution of sodium hydroxide and saline in this order, dried over anhydrous magnesium sulfate an... Starting materials: C=CCCC(=O)Cl, [Li]CCCC, CCCCCC, CC(C)C1COC(=O)N1, C1CCOC1, O. Yields the product C=CCCC(=O)N1C(=O)OCC1C(C)C. RXN SMILES: [C:26]([CH2:27][CH2:28][CH:29]=[CH2:30])(=[O:31])[Cl:32].[CH2:21]([Li:22])[CH2:23][CH2:24][CH3:25].[CH3:15][CH2:16][CH2:17][CH2:18][CH2:19][CH3:20].[CH:6]([CH3:7])([CH3:8])[CH:9]1[NH:10][C:11](=[O:14])[O:12][CH2:13]1.[O:1]1[CH2:2][CH2:3][CH2:4][CH2:5]1.[OH2:33]>>[CH:6]([CH3:7])([CH3:8])[CH:9]1[N:10]([C:26]([CH2:27][CH2:28][CH:29]=[CH2:30])=[O:31])[C:11](=[O:14])[O:12][CH2:13]1. Starting materials: Cl (hydrochloric acid), ClCCl (dichloromethane), BrC=1C=C2C(C(=O)OC2=O)=CC1 (4-bromophthalic anhydride), ClCCl (dichloromethane), Cl.ClC=1C=C2C=CC(=CC2=CC1)S(=O)(=O)N1CCNCC1 (1-[(6-chloronaphthalen-2-yl)sulfonyl]piperazine hydrochloride), C(C)(C)N(CC)C(C)C (diisopropylethylamine). Reaction conditions: time 20 minute. The product is BrC1=CC(=C(C(=O)N2CCN(CC2)S(=O)(=O)C2=CC3=CC=C(C=C3C=C2)Cl)C=C1)C(=O)OC(C)(C)C (1-[4-Bromo-2-(tert-butoxycarbonyl)benzoyl]-4-[(6-chloronaphthalen-2-yl)sulfonyl]piperazine). Reaction SMILES: [Br:1][C:2]1[CH:3]=[C:4]2[C:9](=[O:10])[O:8][C:6](=[O:7])[C:5]2=[CH:11][CH:12]=1.Cl.[Cl:14][C:15]1[CH:16]=[C:17]2[C:22](=[CH:23][CH:24]=1)[CH:21]=[C:20]([S:25]([N:28]1[CH2:33][CH2:32][NH:31][CH2:30][CH2:29]1)(=[O:27])=[O:26])[CH:19]=[CH:18]2.C(N([CH:40]([CH3:42])[CH3:41])CC)(C)C.Cl.Cl[CH2:45]Cl>>[Br:1][C:2]1[CH:12]=[CH:11][C:5]([C:6]([N:31]2[CH2:30][CH2:29][N:28]([S:25]([C:20]3[CH:19]=[CH:18][C:17]4[C:22](=[CH:23][CH:24]=[C:15]([Cl:14])[CH:16]=4)[CH:21]=3)(=[O:26])=[O:27])[CH2:33][CH2:32]2)=[O:7])=[C:4]([C:9]([O:8][C:40]([CH3:42])([CH3:45])[CH3:41])=[O:10])[CH:3]=1 |f:1.2|. Procedure details: In dichloromethane (200 ml), 4-bromophthalic anhydride (1.96 g) and 1-[(6-chloronaphthalen-2-yl)sulfonyl]piperazine hydrochloride (3.00 g) were suspended under ice cooling. To the resulting suspension, diisopropylethylamine (3.76 ml) was added, followed by stirring for 20 minutes. To the reaction mixture, dilute hydrochloric acid and dichloromethane were added. The organic layer so separated was dried over anhydrous sodium sulfate. The solvent was concentrated so that the volume was reduced to 2... The reactants are BrC1=CC(=C(C=C1)OCCCl)Cl (4-bromo-2-chloro-1-(2-chloro-ethoxy)-benzene), oil, oil. Run in CN(C)C=O (DMF), [H-].[Na+] (sodium hydride), CN(C)C=O (DMF), [H-].[Na+] (sodium hydride). Reaction conditions: time 18 hour. Product: BrC1=CC(=C(C=C1)OC=C)Cl (4-bromo-2-chloro-1-vinyloxy-benzene). As a reaction SMILES: [Br:1][C:2]1[CH:7]=[CH:6][C:5]([O:8][CH2:9][CH2:10]Cl)=[C:4]([Cl:12])[CH:3]=1>CN(C=O)C.[H-].[Na+]>[Br:1][C:2]1[CH:7]=[CH:6][C:5]([O:8][CH:9]=[CH2:10])=[C:4]([Cl:12])[CH:3]=1 |f:2.3|. Reported procedure: To a solution of 4-bromo-2-chloro-1-(2-chloro-ethoxy)-benzene (5.84 g, 17.4 mmol, 1 eq.) in DMF (22 mL), sodium hydride 60% dispersion in mineral oil (1.40 g, 34.9 mmol, 2 eq.) was added portionwise at r.t. The resulting mixture was stirred at r.t. for 18 hours. The mixture was partitioned between water (70 mL) and AcOEt (250 mL). The layers were separated and the org. layer was washed with water (4×100 mL), dried over MgSO4, filtered, and concentrated in vacuo. To a solution of the residue in D... Starting materials: C(C1=CC=CC=C1)OC=1C=CC(=C(C=O)C1)Br (5-(benzyloxy)-2-bromobenzaldehyde), C1CCOC1 (THF), Cl (hydrochloric acid), [Cl-].COC[P+](C1=CC=CC=C1)(C1=CC=CC=C1)C1=CC=CC=C1 (methoxymethyltriphenylphosphonium chloride), C1CCOC1 (THF), C[Si](C)(C)[N-][Si](C)(C)C.[Na+] (NaHMDS). Solvent: O (water), CC(=O)C (acetone). Run at temperature 0 celsius, time 30 minute. The product is C(C1=CC=CC=C1)OC=1C=CC(=C(CC2OCCO2)C1)Br (2-[5-(benzyloxy)-2-bromobenzyl]-1,3-dioxolane). Reaction SMILES: [Cl-].[CH3:2][O:3][CH2:4][P+](C1C=CC=CC=1)(C1C=CC=CC=1)C1C=CC=CC=1.C[Si]([N-][Si](C)(C)C)(C)C.[Na+].[CH2:34]([O:41][C:42]1[CH:43]=[CH:44][C:45]([Br:50])=[C:46]([CH:49]=1)[CH:47]=O)[C:35]1[CH:40]=[CH:39][CH:38]=[CH:37][CH:36]=1.Cl.C1C[O:55][CH2:54]C1>CC(C)=O.O>[CH2:34]([O:41][C:42]1[CH:43]=[CH:44][C:45]([Br:50])=[C:46]([CH:49]=1)[CH2:47][CH:2]1[O:3][CH2:4][CH2:54][O:55]1)[C:35]1[CH:40]=[CH:39][CH:38]=[CH:37][CH:36]=1 |f:0.1,2.3|. Reported procedure: To a suspension of methoxymethyltriphenylphosphonium chloride (1.0 eq.) in dry THF cooled to 0° C., NaHMDS (1 M solution in THF, 1.0 eq.) was added, and resulting orange solution was stirred at 0° C. for 30 min. The reaction was cooled to −78° C. and a solution of 5-(benzyloxy)-2-bromobenzaldehyde (1.0 eq.) in THF was added dropwise, and the resulting mixture was warmed to r.t. and stirred for 1.30 h. Thereafter the reaction was quenched with water and the aqueous phase was extracted with dichlo...